From a dataset of the Open Reaction Database (ORD), a public repository of structured organic reaction records. describe an organic reaction: reactants, conditions, products, and yield Reactants: O1N=C(C=2C=NC=CC21)C2=C(C=O)C=CC=C2 (2-(Isoxazolo[4,5-c]pyridin-3-yl)-benzaldehyde), ClC1=C(C=NC=C1)CC1=C(C=CC=C1)C(OCC)OCC ((4-chloropyridin-3-yl)-2-(diethoxymethyl)-phenylmethane). Yields the product O1N=C(C=2C1=NC=CC2)C2=C(C=O)C=CC=C2 (2-(Isoxazolo[5,4-b]pyridin-3-yl)-benzaldehyde). RXN SMILES: [O:1]1[C:9]2[CH:8]=[CH:7][N:6]=[CH:5][C:4]=2[C:3]([C:10]2[CH:17]=[CH:16][CH:15]=[CH:14][C:11]=2[CH:12]=[O:13])=[N:2]1.ClC1C=CN=CC=1CC1C=CC=CC=1C(OCC)OCC>>[O:1]1[C:5]2=[N:6][CH:7]=[CH:8][CH:9]=[C:4]2[C:3]([C:10]2[CH:17]=[CH:16][CH:15]=[CH:14][C:11]=2[CH:12]=[O:13])=[N:2]1. Reported procedure: 2-(Isoxazolo[4,5-c]pyridin-3-yl)-benzaldehyde starting from (4-chloropyridin-3-yl)-2-(diethoxymethyl)-phenylmethane; 1H-NMR (200 MHz, CDCl3) d 10.26 (CHO). The product is COC(C1=C(C(=CC(=C1)Br)[N+](=O)[O-])Cl)=O (5-bromo-2-chloro-3-nitrobenzoic acid methyl ester). Reactants: S(O)(O)(=O)=O (sulfuric acid), BrC=1C=C(C(=C(C(=O)O)C1)Cl)[N+](=O)[O-] (5-bromo-2-chloro-3-nitrobenzoic acid), CO (methanol). Reaction SMILES: S(=O)(=O)(O)O.[Br:6][C:7]1[CH:8]=[C:9]([N+:17]([O-:19])=[O:18])[C:10]([Cl:16])=[C:11]([CH:15]=1)[C:12]([OH:14])=[O:13].[CH3:20]O>>[CH3:20][O:13][C:12](=[O:14])[C:11]1[CH:15]=[C:7]([Br:6])[CH:8]=[C:9]([N+:17]([O-:19])=[O:18])[C:10]=1[Cl:16]. Reported procedure: 20 ml of concentrated sulfuric acid are added dropwise to 51.0 g (0.182 mol) of 5-bromo-2-chloro-3-nitrobenzoic acid and 500 ml of methanol. The mixture is then boiled under reflux for 16 hours and subsequently cooled with an ice bath and the resulting precipitate is isolated by filtration. The mother liquor is concentrated, water is added and the resulting precipitate is isolated by filtration. As a reaction SMILES: [CH2:25]1[CH2:26][CH2:27][NH:28][CH2:29][CH2:30]1.[CH3:31][N:32]([CH3:33])[CH:34]=[O:35].[CH:1]1([c:4]2[n:5][c:6](-[c:9]3[n:10][cH:11][n:12]4[c:13]3[n:14]([CH3:24])[c:15](=[O:23])[c:16]3[c:17]([Cl:22])[cH:18][cH:19][cH:20][c:21]43)[n:7][o:8]2)[CH2:2][CH2:3]1>>[CH:1]1([c:4]2[n:5][c:6](-[c:9]3[n:10][cH:11][n:12]4[c:13]3[n:14]([CH3:24])[c:15](=[O:23])[c:16]3[c:17]([N:28]5[CH2:27][CH2:26][CH2:25][CH2:30][CH2:29]5)[cH:18][cH:19][cH:20][c:21]43)[n:7][o:8]2)[CH2:2][CH2:3]1. Starting materials: C1CCNCC1, CN(C)C=O, Cn1c(=O)c2c(Cl)cccc2n2cnc(-c3noc(C4CC4)n3)c12. The product is Cn1c(=O)c2c(N3CCCCC3)cccc2n2cnc(-c3noc(C4CC4)n3)c12.